From a dataset of the Open Reaction Database (ORD), a public repository of structured organic reaction records. describe an organic reaction: reactants, conditions, products, and yield Reactants: C1(=CC=CC=C1)C1OCC2=NC(=CC=C2O1)C=O (2-phenyl-4H-1,3-dioxino[5,4-b]pyridine-6-carbaldehyde), [OH-].[Na+] (sodium hydroxide), C1(=CC=CC=C1)C (toluene). The reagents and catalysts are [Br-].C[P+](C1=CC=CC=C1)(C1=CC=CC=C1)C1=CC=CC=C1 (methyltriphenylphosphonium bromide). The solvent is O (water). Conditions: time 24 hour. Product: C1(=CC=CC=C1)C1OCC2=NC(=CC=C2O1)C=C (2-phenyl-6-vinyl-4H-1,3-dioxino[5,4-b]pyridine). RXN SMILES: [C:1]1([CH:7]2[O:16][C:15]3[C:10](=[N:11][C:12]([CH:17]=O)=[CH:13][CH:14]=3)[CH2:9][O:8]2)[CH:6]=[CH:5][CH:4]=[CH:3][CH:2]=1.[OH-].[Na+].[C:21]1(C)C=CC=CC=1>[Br-].C[P+](C1C=CC=CC=1)(C1C=CC=CC=1)C1C=CC=CC=1.O>[C:1]1([CH:7]2[O:16][C:15]3[C:10](=[N:11][C:12]([CH:17]=[CH2:21])=[CH:13][CH:14]=3)[CH2:9][O:8]2)[CH:2]=[CH:3][CH:4]=[CH:5][CH:6]=1 |f:1.2,4.5|. Procedure: In a two liter 3-neck, round bottom flask, fitted with a mechanical stirrer, a thermometer and a reflux condenser, a heterogeneous mixture of 2-phenyl-4H-1,3-dioxino[5,4-b]pyridine-6-carbaldehyde (24.1 g., 0.1 mole) sodium hydroxide (24.0 g., 0.6 mole) and methyltriphenylphosphonium bromide (71.5 g., 0.2 mole) in toluene (200 ml.) and water (600 ml.) was stirred at room temperature for 24 hours. The toluene layer was separated and the aqueous layer was washed with toluene (100 ml.). The combined... The reactants are CN(C)C=O, COC(=O)c1nc(CCl)n2c1CN=C(c1ccccc1Cl)c1cc(Cl)ccc1-2, [N-]=[N+]=[N-], [Na+]. Yields the product COC(=O)c1nc(CN=[N+]=[N-])n2c1CN=C(c1ccccc1Cl)c1cc(Cl)ccc1-2. Reaction SMILES: [CH3:33][N:34]([CH3:35])[CH:36]=[O:37].[Cl:1][c:2]1[cH:3][cH:4][c:5]2[c:6]([cH:28]1)[C:7]([c:21]1[c:22]([Cl:27])[cH:23][cH:24][cH:25][cH:26]1)=[N:8][CH2:9][c:10]1[n:11]-2[c:12]([CH2:19][Cl:20])[n:13][c:14]1[C:15](=[O:16])[O:17][CH3:18].[N-:30]=[N+:31]=[N-:32].[Na+:29]>>[Cl:1][c:2]1[cH:3][cH:4][c:5]2[c:6]([cH:28]1)[C:7]([c:21]1[c:22]([Cl:27])[cH:23][cH:24][cH:25][cH:26]1)=[N:8][CH2:9][c:10]1[n:11]-2[c:12]([CH2:19][N:30]=[N+:31]=[N-:32])[n:13][c:14]1[C:15](=[O:16])[O:17][CH3:18]. Reactants: intermediate 19, FC1=C(C(=CC=C1)F)O (2,6-difluoro-phenol), COC(C(CC(C)C)Br)=O (2-bromo-4-methyl-pentanoic acid methyl ester), ClC=1C(N(N=CC1Cl)C1OCCCC1)=O (4,5-dichloro-2-(tetrahydropyran-2-yl)-2H-pyridazin-3-one), ClC=1C(N(N=CC1Cl)C1OCCCC1)=O (4,5-dichloro-2-(tetrahydropyran-2-yl)-2H-pyridazin-3-one), COC(C(CC(C)C)Br)=O (2-bromo-4-methyl-pentanoic acid methyl ester). Yields the product FC1=C(OC=2C=NN(C(C2)=O)C(C(=O)O)CC(C)C)C(=CC=C1)F (2-[4-(2,6-difluoro-phenoxy)-6-oxo-6H-pyridazin-1-yl]-4-methyl-pentanoic acid). Reaction SMILES: Cl[C:2]1[C:3](=[O:15])[N:4](C2CCCCO2)[N:5]=[CH:6][C:7]=1Cl.[F:16][C:17]1[CH:22]=[CH:21][CH:20]=[C:19]([F:23])[C:18]=1[OH:24].C[O:26][C:27](=[O:34])[CH:28](Br)[CH2:29][CH:30]([CH3:32])[CH3:31]>>[F:16][C:17]1[CH:22]=[CH:21][CH:20]=[C:19]([F:23])[C:18]=1[O:24][C:7]1[CH:6]=[N:5][N:4]([CH:28]([CH2:29][CH:30]([CH3:32])[CH3:31])[C:27]([OH:26])=[O:34])[C:3](=[O:15])[CH:2]=1. Reported procedure: In an analogous manner to the stepwise sequence outlined in intermediate 19, starting from 4,5-dichloro-2-(tetrahydropyran-2-yl)-2H-pyridazin-3-one (Intermediate 20) and 2,6-difluoro-phenol and alkylating with 2-bromo-4-methyl-pentanoic acid methyl ester (Intermediate 11) afforded 2-[4-(2,6-difluoro-phenoxy)-6-oxo-6H-pyridazin-1-yl]-4-methyl-pentanoic acid as a white solid (1.48 g, 89% for the final step); ES+-HRMS m/e calcd for C16H16N2O4F2 [M+H+] 361.0970, found 361.0969. 1H NMR (400 MHz, DMSO... Reactants: C1CCOC1, CC[N+](CC)(CC)Cc1ccccc1, CI, [Cl-], O=C(c1ccc(Cl)cc1)c1ccc2[nH]c(=O)cc(-c3cccc(I)c3)c2c1, N#N, [Na+], [OH-]. Yields the product Cn1c(=O)cc(-c2cccc(I)c2)c2cc(C(=O)c3ccc(Cl)cc3)ccc21. RXN SMILES: [CH2:32]1[O:33][CH2:34][CH2:35][CH2:36]1.[CH2:40]([N+:41]([CH2:42][CH3:43])([CH2:44][CH3:45])[CH2:46][CH3:47])[c:48]1[cH:49][cH:50][cH:51][cH:52][cH:53]1.[CH3:30][I:31].[Cl-:39].[Cl:1][c:2]1[cH:3][cH:4][c:5]([C:6](=[O:7])[c:8]2[cH:9][c:10]3[c:11](-[c:19]4[cH:20][c:21]([I:25])[cH:22][cH:23][cH:24]4)[cH:12][c:13](=[O:18])[nH:14][c:15]3[cH:16][cH:17]2)[cH:26][cH:27]1.[N:37]#[N:38].[Na+:29].[OH-:28]>>[Cl:1][c:2]1[cH:3][cH:4][c:5]([C:6](=[O:7])[c:8]2[cH:9][c:10]3[c:11](-[c:19]4[cH:20][c:21]([I:25])[cH:22][cH:23][cH:24]4)[cH:12][c:13](=[O:18])[n:14]([CH3:30])[c:15]3[cH:16][cH:17]2)[cH:26][cH:27]1. The reactants are alkyne, C(C)(C)C=1C=C(C=CC1COC1(CC1)C)C#C[Si](C)(C)C ([3-isopropyl-4-(1-methyl-cyclopropoxymethyl)-phenylethynyl]-trimethylsilane), C(C)(C)C=1C=C(C=CC1COC1(CC1)C)C#C[Si](C)(C)C ([3-isopropyl-4-(1-methyl-cyclopropoxymethyl)-phenylethynyl]-trimethylsilane), C([O-])([O-])=O.[K+].[K+] (potassium carbonate). The solvent is CO (methanol). Reaction conditions: time 8 hour. The product is C(#C)C1=CC(=C(C=C1)COC1(CC1)C)C(C)C (4-Ethynyl-2-isopropyl-1-(1-methyl-cyclopropoxymethyl)-benzene). Reaction SMILES: [CH:1]([C:4]1[CH:5]=[C:6]([C:16]#[C:17][Si](C)(C)C)[CH:7]=[CH:8][C:9]=1[CH2:10][O:11][C:12]1([CH3:15])[CH2:14][CH2:13]1)([CH3:3])[CH3:2].C(=O)([O-])[O-].[K+].[K+]>CO>[C:16]([C:6]1[CH:7]=[CH:8][C:9]([CH2:10][O:11][C:12]2([CH3:15])[CH2:13][CH2:14]2)=[C:4]([CH:1]([CH3:3])[CH3:2])[CH:5]=1)#[CH:17] |f:1.2.3|. Procedure details: Using General Procedure E; [3-isopropyl-4-(1-methyl-cyclopropoxymethyl)-phenylethynyl]-trimethylsilane (Intermediate 165, 110.0 mg, 0.37 mmol) in methanol (6 mL) was treated with potassium carbonate (80.0 mg, 0.58 mmol) and stirred overnight at ambient temperature. The crude alkyne (84 mg, 100%) was used directly in the next reaction. Starting materials: N=1N=CN(C1)NC1=CC=C(C#N)C=C1 (4-[N-(1,2,4-triazol-4-yl)amino]benzonitrile), C(O)([O-])=O.[Na+] (sodium hydrogen carbonate), C[Si](OC1=CC=C(C(=O)Cl)C=C1)(C)C (4-(trimethylsilyloxy)benzoyl chloride), Cl (hydrochloric acid). Solvent: C(Cl)Cl (methylene chloride), C(C)N(CC)CC (triethylamine), C(Cl)Cl (methylene chloride). The product is C(#N)C1=CC=C(C=C1)N(C(C1=CC=C(C=C1)O)=O)N1C=NN=C1 (N-(4-cyanophenyl)-4-hydroxy-N-(1,2,4-triazol-4-yl)benzamide). Isolated yield 36.1%. Reaction SMILES: [N:1]1[N:2]=[CH:3][N:4]([NH:6][C:7]2[CH:14]=[CH:13][C:10]([C:11]#[N:12])=[CH:9][CH:8]=2)[CH:5]=1.C[Si](C)(C)[O:17][C:18]1[CH:26]=[CH:25][C:21]([C:22](Cl)=[O:23])=[CH:20][CH:19]=1.Cl.C(=O)([O-])O.[Na+]>C(Cl)Cl.C(N(CC)CC)C>[C:11]([C:10]1[CH:9]=[CH:8][C:7]([N:6]([N:4]2[CH:3]=[N:2][N:1]=[CH:5]2)[C:22](=[O:23])[C:21]2[CH:25]=[CH:26][C:18]([OH:17])=[CH:19][CH:20]=2)=[CH:14][CH:13]=1)#[N:12] |f:3.4|. Procedure details: A mixture composed of 10.43 g of 4-[N-(1,2,4-triazol-4-yl)amino]benzonitrile, 7.9 ml of triethylamine, and 56 ml of methylene chloride was stirred under cooling with ice, and a mixture composed of 23.7 g of 4-(trimethylsilyloxy)benzoyl chloride and 28 ml of methylene chloride was added dropwise thereto, followed by stirring at room temperature for 1 hour. Dilute hydrochloric acid was added to the reaction mixture, followed by stirring at room temperature overnight. After the reaction mixture was... The reactants are FC1=C(C=CC(=C1F)OCCCCCCCC)B(O)O (2,3-difluro-4-octoxyphenylboronic acid), C(C)(C)OB(OC(C)C)OC(C)C (tri-isopropylborate), BrC1=CC=C(C=C1)C1=C(C(=C(C=C1)OCCCCCCCC)F)F (4'-bromo-2,3-difluoro-4-octoxybiphenyl), C(CCC)[Li] (n-butyllithium). The product is FC1=C(C=CC(=C1F)OCCCCCCCC)C1=CC=C(C=C1)B(O)O (2,3-difluoro-4-octoxybiphenyl-4'-yl-boronic acid). As a reaction SMILES: FC1C(F)=C(OCCCCCCCC)C=CC=1[B:18]([OH:20])[OH:19].Br[C:22]1[CH:27]=[CH:26][C:25]([C:28]2[CH:33]=[CH:32][C:31]([O:34][CH2:35][CH2:36][CH2:37][CH2:38][CH2:39][CH2:40][CH2:41][CH3:42])=[C:30]([F:43])[C:29]=2[F:44])=[CH:24][CH:23]=1.C([Li])CCC.C(OB(OC(C)C)OC(C)C)(C)C>>[F:44][C:29]1[C:30]([F:43])=[C:31]([O:34][CH2:35][CH2:36][CH2:37][CH2:38][CH2:39][CH2:40][CH2:41][CH3:42])[CH:32]=[CH:33][C:28]=1[C:25]1[CH:26]=[CH:27][C:22]([B:18]([OH:20])[OH:19])=[CH:23][CH:24]=1. Procedure details: This was prepared using a similar method to that described for compound 5. Quantities: 4'-bromo-2,3-difluoro-4-octoxybiphenyl (8) (3.18g, 8.0 mmol), n-butyllithium (3.2 ml, 2.5M/hexane, 8.0 mmol), tri-isopropylborate (3.01 g, 16.0 mmol). RXN SMILES: [C:19]([OH:20])(=[O:21])[CH3:22].[C:1]([CH2:2][C:3](=[O:4])[CH3:5])(=[O:6])[O:7][CH3:8].[CH3:23][NH:24][CH3:25].[CH3:26][CH:27]([OH:28])[CH3:29].[Cl:9][c:10]1[c:11]([CH:12]=[O:13])[cH:14][cH:15][c:16]([Cl:18])[cH:17]1>>[C:1]([C:2]([C:3](=[O:4])[CH3:5])=[CH:12][c:11]1[c:10]([Cl:9])[cH:17][c:16]([Cl:18])[cH:15][cH:14]1)(=[O:6])[O:7][CH3:8]. Reactants: CC(=O)O, COC(=O)CC(C)=O, CNC, CC(C)O, O=Cc1ccc(Cl)cc1Cl. The product is COC(=O)C(=Cc1ccc(Cl)cc1Cl)C(C)=O.